Dataset: the Open Reaction Database (ORD), a public repository of structured organic reaction records. Task: describe an organic reaction: reactants, conditions, products, and yield Starting materials: [Si](C)(C)(C(C)(C)C)OCC1=CC(=C(N)C=C1)OC (4-((tert-butyldimethylsilyloxy)methyl)-2-methoxyaniline), C(=O)C1=CC=C(C=C1)NC(OC(C)(C)C)=O (tert-butyl 4-formylphenylcarbamate), [BH4-].[Na+] (sodium borohydride), [O-]S(=O)(=O)[O-].[Mg+2] (MgSO4), [O-]S(=O)(=O)[O-].[Na+].[Na+] (Na2SO4), N#N (N2). Run in ClCCl (dichloromethane), C1CCOC1 (THF), O (Water). Conditions: time 3 day. Product: [Si](C)(C)(C(C)(C)C)OCC1=CC(=C(C=C1)NCC1=CC=C(C=C1)NC(OC(C)(C)C)=O)OC (tert-butyl 4-((4-((tert-butyldimethylsilyloxy)methyl)-2-methoxyphenylamino)methyl)phenylcarbamate). RXN SMILES: [Si:1]([O:8][CH2:9][C:10]1[CH:16]=[CH:15][C:13]([NH2:14])=[C:12]([O:17][CH3:18])[CH:11]=1)([C:4]([CH3:7])([CH3:6])[CH3:5])([CH3:3])[CH3:2].[CH:19]([C:21]1[CH:26]=[CH:25][C:24]([NH:27][C:28](=[O:34])[O:29][C:30]([CH3:33])([CH3:32])[CH3:31])=[CH:23][CH:22]=1)=O.[O-]S([O-])(=O)=O.[Mg+2].[O-]S([O-])(=O)=O.[Na+].[Na+].[BH4-].[Na+].N#N>ClCCl.C1COCC1.O>[Si:1]([O:8][CH2:9][C:10]1[CH:16]=[CH:15][C:13]([NH:14][CH2:19][C:21]2[CH:22]=[CH:23][C:24]([NH:27][C:28](=[O:34])[O:29][C:30]([CH3:32])([CH3:31])[CH3:33])=[CH:25][CH:26]=2)=[C:12]([O:17][CH3:18])[CH:11]=1)([C:4]([CH3:7])([CH3:6])[CH3:5])([CH3:2])[CH3:3] |f:2.3,4.5.6,7.8|. Reported procedure: To a solution of the amine 6 (91 mg, 0.34 mmol) and tert-butyl 4-formylphenylcarbamate (75 mg, 0.34 mmol) in dry dichloromethane (1.7 ml) was added a finely ground 1:1 mixture of MgSO4 and Na2SO4 (20 mg) and the mixture was stirred under N2 at room temperature for 3 days. The suspension was filtered through a 0.4 micron Whatman™ cartridge (GE Healthcare Biosciences, Pittsburgh, Pa.), the solvent was removed with a stream of dry N2 and the remaining red oil was dissolved in 1.2 ml dry THF and 0.2...